Dataset: the Open Reaction Database (ORD), a public repository of structured organic reaction records. Task: describe an organic reaction: reactants, conditions, products, and yield Starting materials: O=C([O-])[O-], C1COCCN1, CCOC(C)=O, N#Cc1ccc(F)c(F)c1, [K+], [K+], CN(C)C=O, O. The product is N#Cc1ccc(N2CCOCC2)c(F)c1. As a reaction SMILES: [C:22](=[O:23])([O-:24])[O-:25].[CH2:16]1[CH2:17][O:18][CH2:19][CH2:20][NH:21]1.[CH3:28][CH2:29][O:30][C:31](=[O:32])[CH3:33].[F:6][c:7]1[cH:8][c:9]([C:10]#[N:11])[cH:12][cH:13][c:14]1[F:15].[K+:26].[K+:27].[O:1]=[CH:2][N:3]([CH3:4])[CH3:5].[OH2:34]>>[F:6][c:7]1[cH:8][c:9]([C:10]#[N:11])[cH:12][cH:13][c:14]1[N:21]1[CH2:16][CH2:17][O:18][CH2:19][CH2:20]1. The reactants are COCCCC[Mg]Cl (4-methoxybutylmagnesium chloride), CON(C(=O)C1CN(CCO1)C(=O)OC(C)(C)C)C ((±)-tert-butyl 2-(methoxy(methyl)carbamoyl)morpholine-4-carboxylate), ice. Solvent: C1CCOC1 (THF), C1CCOC1 (THF). Conditions: time 6 hour. The product is COCCCCC(=O)C1CN(CCO1)C(=O)OC(C)(C)C ((±)-tert-butyl 2-(5-methoxypentanoyl)morpholine-4-carboxylate). Isolated yield 93.0%. RXN SMILES: CON(C)[C:4]([CH:6]1[O:11][CH2:10][CH2:9][N:8]([C:12]([O:14][C:15]([CH3:18])([CH3:17])[CH3:16])=[O:13])[CH2:7]1)=[O:5].[CH3:20][O:21][CH2:22][CH2:23][CH2:24][CH2:25][Mg]Cl>C1COCC1>[CH3:20][O:21][CH2:22][CH2:23][CH2:24][CH2:25][C:4]([CH:6]1[O:11][CH2:10][CH2:9][N:8]([C:12]([O:14][C:15]([CH3:16])([CH3:17])[CH3:18])=[O:13])[CH2:7]1)=[O:5]. Procedure: A stirred solution of (±)-tert-butyl 2-(methoxy(methyl)carbamoyl)morpholine-4-carboxylate (1.73 g, 6.4 mmol) in dry THF (40 mL) was cooled in an ice-salt bath and 1.34 M 4-methoxybutylmagnesium chloride in THF (10 mL, 1.34 mmol) was added dropwise over 3 min. The cooling bath was allowed to expire and the mixture was stirred at rt for 6 h, poured into ice cold 3% aq HCl (100 mL) and extracted with ether (2×100 mL). The combined ether extracts were washed with satd aq NaHCO3 (35 mL), dried over M... Reactants: P(Cl)(Cl)Cl (phosphorus trichloride), C(CCCCCCCCC(C)C)O (isododecyl alcohol). Product: C(CCCCCCCCC(C)C)Cl (isododecyl chloride). As a reaction SMILES: P(Cl)(Cl)[Cl:2].[CH2:5](O)[CH2:6][CH2:7][CH2:8][CH2:9][CH2:10][CH2:11][CH2:12][CH2:13][CH:14]([CH3:16])[CH3:15]>>[CH2:5]([Cl:2])[CH2:6][CH2:7][CH2:8][CH2:9][CH2:10][CH2:11][CH2:12][CH2:13][CH:14]([CH3:16])[CH3:15]. Conditions: time 3 hour. Procedure details: To a 1-gallon glass-line pressure reactor was charged 715 grams of phosphorus trichloride (PCl3, 5.2 moles). To the reactor was charged 2790 grams of isododecyl alcohol (Exxal 12, 15.0 moles) via an addition pump over a period of one hour while maintaining the reaction temperature below 100° C. After addition, the mixture was stirred at 130°-135° C. for 3 hours and cooled. The top organic layer was collected, yielding 2733 grams (94.5%) of isododecyl chloride. The yield is 256.7%. Reactants: CC1(CC2=C(SC=C2)S1(=O)=O)C(=O)O (2,3-dihydro-2-methylthieno[2,3-b]thiophene-2-carboxylic acid-1,1-dioxide), S1(C(CC2=C1SC=C2)C(=O)O)(=O)=O (2,3-dihydrothieno[2,3-b]thiophene-2-carboxylic acid-1,1-dioxide), [H-].[Na+] (NaH), C(CC)I (n-propyl iodide). Run in CN(C)C=O (DMF). Product: C(CC)C1(CC2=C(SC=C2)S1(=O)=O)C(=O)O (2,3-dihydro-2-n-propylthieno[2,3-b]thiophene-2-carboxylic acid-1,1-dioxide). The yield is 90.0%. As a reaction SMILES: [CH3:1][C:2]1([C:12]([OH:14])=[O:13])[S:9](=[O:11])(=[O:10])[C:5]2[S:6][CH:7]=[CH:8][C:4]=2[CH2:3]1.S1(=O)(=O)C2SC=CC=2[CH2:17][CH:16]1C(O)=O.[H-].[Na+].C(I)CC>CN(C=O)C>[CH2:1]([C:2]1([C:12]([OH:14])=[O:13])[S:9](=[O:11])(=[O:10])[C:5]2[S:6][CH:7]=[CH:8][C:4]=2[CH2:3]1)[CH2:16][CH3:17] |f:2.3|. Procedure details: The title compound was prepared in substantially the same way was 2,3-dihydro-2-methylthieno[2,3-b]thiophene-2-carboxylic acid-1,1-dioxide. Thus, 2,3-dihydrothieno[2,3-b]thiophene-2-carboxylic acid-1,1-dioxide (10.5 g, 0.048 mol) when reacted with NaH (5.76 g, 60% dispersion in oil) and n-propyl iodide (14 mL, 0.047 mol) in DMF (200 mL) gave the title compound as a gum (11.3 g, 90%). Starting materials: S=P12SP3(=S)SP(=S)(S1)SP(=S)(S2)S3, O=C1CN=C(c2ccccc2)c2ccsc2N1, c1ccncc1. Yields the product S=C1CN=C(c2ccccc2)c2ccsc2N1. Reaction SMILES: [P:18]12(=[S:19])[S:20][P:21]3(=[S:31])[S:22][P:23](=[S:29])([S:24][P:25](=[S:28])([S:26]3)[S:27]1)[S:30]2.[c:1]1([C:7]2=[N:13][CH2:12][C:11](=[O:14])[NH:10][c:9]3[c:8]2[cH:17][cH:16][s:15]3)[cH:2][cH:3][cH:4][cH:5][cH:6]1.[cH:32]1[cH:33][cH:34][n:35][cH:36][cH:37]1>>[c:1]1([C:7]2=[N:13][CH2:12][C:11](=[S:19])[NH:10][c:9]3[c:8]2[cH:17][cH:16][s:15]3)[cH:2][cH:3][cH:4][cH:5][cH:6]1.